Dataset: the Open Reaction Database (ORD), a public repository of structured organic reaction records. Task: describe an organic reaction: reactants, conditions, products, and yield Starting materials: Cc1cccc(C=C2CCN(CCNC(=O)Nc3cc(C)nc4ccccc34)CC2)c1, CO, Cl. The product is Cc1cccc(CC2CCN(CCNC(=O)Nc3cc(C)nc4ccccc34)CC2)c1, Cl. RXN SMILES: [CH3:1][c:2]1[cH:3][c:4]([CH:5]=[C:6]2[CH2:7][CH2:8][N:9]([CH2:12][CH2:13][NH:14][C:15](=[O:16])[NH:17][c:18]3[cH:19][c:20]([CH3:28])[n:21][c:22]4[cH:23][cH:24][cH:25][cH:26][c:27]34)[CH2:10][CH2:11]2)[cH:29][cH:30][cH:31]1.[CH3:33][OH:34].[ClH:32]>>[CH3:1][c:2]1[cH:3][c:4]([CH2:5][CH:6]2[CH2:7][CH2:8][N:9]([CH2:12][CH2:13][NH:14][C:15](=[O:16])[NH:17][c:18]3[cH:19][c:20]([CH3:28])[n:21][c:22]4[cH:23][cH:24][cH:25][cH:26][c:27]34)[CH2:10][CH2:11]2)[cH:29][cH:30][cH:31]1.[ClH:32].